This data is from the Open Reaction Database (ORD), a public repository of structured organic reaction records. The task is: describe an organic reaction: reactants, conditions, products, and yield Starting materials: CC1=CC=C(S1)C(=O)O (5-methylthiophene-2-carboxylic acid), BrC1=C(N)C=CC(=C1)OC (2-bromo-4-methoxyaniline). Procedure details: Following Step 1 from General Procedure A, 5-methylthiophene-2-carboxylic acid (8.5 g, 60 mmol) was reacted with 2-bromo-4-methoxyaniline (6.7 g, 30 mmol) to afford the desired product (5.0 g, 57%) as a solid: ESI MS m/z 327 [C13H12BrNO2S+H]+. As a reaction SMILES: [CH3:1][C:2]1[S:6][C:5]([C:7]([OH:9])=O)=[CH:4][CH:3]=1.[Br:10][C:11]1[CH:17]=[C:16]([O:18][CH3:19])[CH:15]=[CH:14][C:12]=1[NH2:13]>>[Br:10][C:11]1[CH:17]=[C:16]([O:18][CH3:19])[CH:15]=[CH:14][C:12]=1[N:13]([C:7]([C:5]1[S:6][C:2]([CH3:1])=[CH:3][CH:4]=1)=[O:9])[C:7]([C:5]1[S:6][C:2]([CH3:1])=[CH:3][CH:4]=1)=[O:9]. Yields the product BrC1=C(C=CC(=C1)OC)N(C(=O)C=1SC(=CC1)C)C(=O)C=1SC(=CC1)C (N-(2-Bromo-4-methoxyphenyl)-5-methyl-N-(5-methylthiophene-2-carbonyl)thiophene-2-carboxamide). Yield: 37.0%. Reactants: C1(=CC=CS1)C(=O)CN1C(C(CN(C2=C1C=C(C=C2)C)C(C(C)(C)C)=O)NC(=O)OC(C)(C)C)=O (1-(2-Thenoylmethyl)-2-oxo-3-tert-butoxycarbonylamino-5-pivaloyl-8-methyl-1,3,4,5-tetrahydro-2H-1,5-benzodiazepine). The solvent is Cl.O1CCOCC1 (HCl dioxane). Reaction conditions: temperature 55 celsius, time 1 hour. Yields the product C1(=CC=CS1)C(=O)CN1C(C(CN(C2=C1C=C(C=C2)C)C(C(C)(C)C)=O)N)=O (1-(2-thenoylmethyl)-2-oxo-3-amino-5-pivaloyl-8-methyl-1,3,4,5-tetrahydro-2H-1,5-benzodiazepine). Isolated yield 92.5%. As a reaction SMILES: [C:1]1([C:6]([CH2:8][N:9]2[C:15]3[CH:16]=[C:17]([CH3:20])[CH:18]=[CH:19][C:14]=3[N:13]([C:21](=[O:26])[C:22]([CH3:25])([CH3:24])[CH3:23])[CH2:12][CH:11]([NH:27]C(OC(C)(C)C)=O)[C:10]2=[O:35])=[O:7])[S:5][CH:4]=[CH:3][CH:2]=1>Cl.O1CCOCC1>[C:1]1([C:6]([CH2:8][N:9]2[C:15]3[CH:16]=[C:17]([CH3:20])[CH:18]=[CH:19][C:14]=3[N:13]([C:21](=[O:26])[C:22]([CH3:23])([CH3:24])[CH3:25])[CH2:12][CH:11]([NH2:27])[C:10]2=[O:35])=[O:7])[S:5][CH:4]=[CH:3][CH:2]=1 |f:1.2|. Procedure: 1-(2-Thenoylmethyl)-2-oxo-3-tert-butoxycarbonylamino-5-pivaloyl-8-methyl-1,3,4,5-tetrahydro-2H-1,5-benzodiazepine (1.00 g) was dissolved in 4N HCl-dioxane (10 ml), the solution was stirred for one hour at 55° C. The reaction mixture was concentrated under reduced pressure. The residue was neutralized with saturated aqueous sodium bicarbonate, extracted with methylene chloride. The organic layer was successively washed with water and saturated brine, dried over anhydrous sodium sulfate, and the s... Reactants: C(C)OC(=O)C=1C=NN(C1)C1=NC2=CC=C(C=C2C(N1COCC[Si](C)(C)C)=O)I (1-[6-iodo-4-oxo-3-(2-trimethylsilanyl-ethoxymethyl)-3,4-dihydro-quinazolin-2-yl]-1H-pyrazole-4-carboxylic acid ethyl ester), product, O1CCOC2=C1C=CC=C2B(O)O (1,4-benzodioxan-5-boronic acid). Product: O1CCOC2=C1C=CC=C2C=2C=C1C(NC(=NC1=CC2)N2N=CC(=C2)C(=O)O)=O (1-[6-(2,3-Dihydro-benzo[1,4]dioxin-5-yl)-4-oxo-3,4-dihydro-quinazolin-2-yl]-1H-pyrazole-4-carboxylic acid). RXN SMILES: C([O:3][C:4]([C:6]1[CH:7]=[N:8][N:9]([C:11]2[N:20](COCC[Si](C)(C)C)[C:19](=[O:29])[C:18]3[C:13](=[CH:14][CH:15]=[C:16](I)[CH:17]=3)[N:12]=2)[CH:10]=1)=[O:5])C.[O:31]1[C:36]2[CH:37]=[CH:38][CH:39]=[C:40](B(O)O)[C:35]=2[O:34][CH2:33][CH2:32]1>>[O:31]1[C:36]2[CH:37]=[CH:38][CH:39]=[C:40]([C:16]3[CH:17]=[C:18]4[C:13](=[CH:14][CH:15]=3)[N:12]=[C:11]([N:9]3[CH:10]=[C:6]([C:4]([OH:3])=[O:5])[CH:7]=[N:8]3)[NH:20][C:19]4=[O:29])[C:35]=2[O:34][CH2:33][CH2:32]1. Procedure details: The titled compound was prepared in a manner analogous to Example 69, steps C-E, using 1-[6-iodo-4-oxo-3-(2-trimethylsilanyl-ethoxymethyl)-3,4-dihydro-quinazolin-2-yl]-1H-pyrazole-4-carboxylic acid ethyl ester (Example 69 product from step B) and 1,4-benzodioxan-5-boronic acid in step C. MS (ESI): mass calcd. for C20H14N4O5, 390.1; m/z found, 391.1 [M+H]+. 1H NMR (600 MHz, DMSO-d6): 13.00 (s, 1H), 12.87 (s, 1H), 8.97 (s, 1H), 8.25 (s, 2H), 8.10 (d, J=7.8 Hz, 1H), 7.73 (s, 1H), 7.28-7.24 (m, 2H),... Starting materials: C1(=CC=CC=C1)N1C=NC2=C(C1=O)SC=C2C2=CC=CC=C2 (3,7-Diphenylthieno[3,2-d]pyrimidin-4(3H)-one), NC1=C(SC=C1C1=CC(=C(C=C1)OC)OC)C(=O)OC (methyl 3-amino-4-(3,4-dimethoxyphenyl)thiophene-2-carboxylate), C(OCC)(OCC)OCC (triethyl orthoformate), ClC1=CC=C(N)C=C1 (4-chloroaniline). The solvent is C(C)(=O)O (acetic acid). Product: COC=1C=C(C=CC1OC)C1=CSC2=C1N=CN(C2=O)C2=CC=C(C=C2)OC (7-(3,4-Dimethoxyphenyl)-3-(4-methoxyphenyl)thieno[3,2-d]pyrimidin-4(3H)-one). Isolated yield 28.0%. Reaction SMILES: [C:1]1([N:7]2[C:12](=O)C3SC=C(C4C=CC=CC=4)C=3N=C2)[CH:6]=[CH:5][CH:4]=[CH:3][CH:2]=1.[NH2:23][C:24]1[C:28]([C:29]2[CH:34]=[CH:33][C:32]([O:35][CH3:36])=[C:31]([O:37][CH3:38])[CH:30]=2)=[CH:27][S:26][C:25]=1[C:39]([O:41]C)=O.[CH:43](OCC)(OCC)[O:44]CC.ClC1C=CC(N)=CC=1>C(O)(=O)C>[CH3:38][O:37][C:31]1[CH:30]=[C:29]([C:28]2[C:24]3[N:23]=[CH:12][N:7]([C:1]4[CH:2]=[CH:3][C:4]([O:44][CH3:43])=[CH:5][CH:6]=4)[C:39](=[O:41])[C:25]=3[S:26][CH:27]=2)[CH:34]=[CH:33][C:32]=1[O:35][CH3:36]. Reported procedure: In the same manner as the synthesis of Compound 1, methyl 3-amino-4-(3,4-dimethoxyphenyl)thiophene-2-carboxylate (80 mg, 0.27 mmol), triethyl orthoformate (0.6 ml), 4-chloroaniline (62.5 mg, 0.51 mmol), and acetic acid (0.09 ml) were used to give 14.5 mg (0.04 mmol, 28% yield) of the title compound. The reactants are ClC=1N=C2N(C(C1)=O)CCC(N2)(C)C (2-chloro-8,8-dimethyl-6,7,8,9-tetrahydro-4H-pyrimido[1,2-a]pyrimidin-4-one), CS(=O)(=O)OCCOC (2-methoxyethyl methanesulfonate), CC#N (CH3CN), C([O-])([O-])=O.[Cs+].[Cs+] (cesium carbonate). Run in C(C)(=O)OCC (ethyl acetate), O (Water). Reaction conditions: temperature 65 celsius. The product is ClC=1N=C2N(C(C1)=O)CCC(N2CCOC)(C)C (2-chloro-9-(2-methoxyethyl)-8,8-dimethyl-6,7,8,9-tetrahydro-4H-pyrimido[1,2-a]pyrimidin-4-one). Yield: 70.4%. Reaction SMILES: [Cl:1][C:2]1[N:3]=[C:4]2[NH:12][C:11]([CH3:14])([CH3:13])[CH2:10][CH2:9][N:5]2[C:6](=[O:8])[CH:7]=1.CC#N.C(=O)([O-])[O-].[Cs+].[Cs+].CS(O[CH2:29][CH2:30][O:31][CH3:32])(=O)=O>C(OCC)(=O)C.O>[Cl:1][C:2]1[N:3]=[C:4]2[N:12]([CH2:29][CH2:30][O:31][CH3:32])[C:11]([CH3:14])([CH3:13])[CH2:10][CH2:9][N:5]2[C:6](=[O:8])[CH:7]=1 |f:2.3.4|. Reported procedure: 0.19 g of 2-chloro-8,8-dimethyl-6,7,8,9-tetrahydro-4H-pyrimido[1,2-a]pyrimidin-4-one are suspended in 7 mL de CH3CN, 0.58 g of cesium carbonate and 0.27 g of 2-methoxyethyl methanesulfonate are added. The mixture is heated to 65° C. for 36 h. Water, ethyl acetate are added and then after decantation, the organic phase is dried with magnesium sulfate and then evaporated. The crude is purified by flash chromatography on silica gel SiO2 (CH2Cl2/MeOH, 99/1). 0.17 g (yield=50%) of 2-chloro-9-(2-metho... Reactants: OC1=CC=C(C=O)C=C1 (4-Hydroxybenzaldehyde), [H-].[Na+] (sodium hydride), BrCCCN1C(C=2C(C1=O)=CC=CC2)=O (N-(3-Bromopropyl)phthalimide). Run at time 5 hour. Run in CN(C=O)C (dimethylformamide). Reaction SMILES: [OH:1][C:2]1[CH:9]=[CH:8][C:5]([CH:6]=[O:7])=[CH:4][CH:3]=1.[H-].[Na+].Br[CH2:13][CH2:14][CH2:15][N:16]1[C:20](=[O:21])[C:19]2=[CH:22][CH:23]=[CH:24][CH:25]=[C:18]2[C:17]1=[O:26]>CN(C)C=O>[CH:6]([C:5]1[CH:8]=[CH:9][C:2]([O:1][CH2:13][CH2:14][CH2:15][N:16]2[C:20](=[O:21])[C:19]3[C:18](=[CH:25][CH:24]=[CH:23][CH:22]=3)[C:17]2=[O:26])=[CH:3][CH:4]=1)=[O:7] |f:1.2|. Procedure details: 4-Hydroxybenzaldehyde (24.4 g) and sodium hydride (4.8 g) in dry dimethylformamide (400 ml) were stirred at room temperature for 3 h. N-(3-Bromopropyl)phthalimide (55.0 g) was added and the reaction was stirred for a further 5 h. The mixture was poured onto ice and the resulting white solid was recrystallised from a mixture of dichloromethane and cyclohexane to yield the title compound (42.2 g) m.p. 120°-1°. TLC silica, ethyl acetate, Rf 0.7. Yields the product C(=O)C1=CC=C(OCCCN2C(C3=CC=CC=C3C2=O)=O)C=C1 (2-[3-[4-Formylphenoxy]propyl]-1H-isoindole-1,3-dione). Isolated yield 68.3%. Reactants: COC=1C=C2CN3C(C=4C=CC=CC4CC3)C2=CC1OC (10,11-Dimethoxy-5,6,8,12b-tetrahydro-isoindolo-[1,2-a]isoquinoline), [OH-].[K+] (potassium hydroxide), CO (methanol), product, C (charcoal). The solvent is CN(C=O)C (dimethylformamide). Run at temperature 25 celsius, time 2 hour. Product: OC12N(CCC=3C=CC=CC13)C(C1=CC(=C(C=C12)OC)OC)=O (12b-Hydroxy-10,11-dimethoxy-5,6,8,12b-tetrahydro-isoindolo[1,2-a]isoquinol-8-one). As a reaction SMILES: [CH3:1][O:2][C:3]1[CH:4]=[C:5]2[C:17](=[CH:18][C:19]=1[O:20][CH3:21])[CH:8]1[C:9]3[CH:10]=[CH:11][CH:12]=[CH:13][C:14]=3[CH2:15][CH2:16][N:7]1[CH2:6]2.[OH-:22].[K+].C.C[OH:26]>CN(C)C=O>[OH:22][C:8]12[C:17]3[C:5](=[CH:4][C:3]([O:2][CH3:1])=[C:19]([O:20][CH3:21])[CH:18]=3)[C:6](=[O:26])[N:7]1[CH2:16][CH2:15][C:14]1[CH:13]=[CH:12][CH:11]=[CH:10][C:9]=12 |f:1.2|. Procedure details: 10,11-Dimethoxy-5,6,8,12b-tetrahydro-isoindolo-[1,2-a]isoquinoline (109.65 g) and potassium hydroxide in pellet form (23.2 g) are dissolved in methanol (1100 cc). Air is bubbled into the reaction mixture, which is heated under reflux for 3 hours and then maintained at 25° C. for 48 hours. After concentration to 500 cc, the addition of distilled water (5000 cc) and stirring for 2 hours, a precipitate appears which is filtered off, washed three times with distilled water (total 500 cc) and dried u...